This data is from the Open Reaction Database (ORD), a public repository of structured organic reaction records. The task is: describe an organic reaction: reactants, conditions, products, and yield Starting materials: C(C)(=O)O[C@H]1C[C@@H]2CC[C@H]3[C@@H]4CCC5([C@@]4(C)CC([C@@H]3[C@]2(CC1)C)=O)OCCO5 (3α-Acetoxy-17,17-ethylenedioxy-5α-androstan-11-one), NO (hydroxylamine), [OH-].[Na+] (sodium hydroxide), Cl.NO (hydroxylamine hydrochloride). The solvent is C(C)O (ethanol). The product is C1OC2([C@]3(C)[C@@H](CC2)[C@@H]2CC[C@H]4C[C@@H](CC[C@]4(C)[C@H]2C(C3)=NO)O)OC1 (17,17-Ethylenedioxy-11-oximino-5α-androstan-3α-ol). RXN SMILES: C([O:4][C@@H:5]1[CH2:22][CH2:21][C@@:20]2([CH3:23])[C@@H:7]([CH2:8][CH2:9][C@@H:10]3[C@@H:19]2[C:18](=O)[CH2:17][C@@:15]2([CH3:16])[C@H:11]3[CH2:12][CH2:13][C:14]32[O:28][CH2:27][CH2:26][O:25]3)[CH2:6]1)(=O)C.[NH2:29][OH:30].[OH-].[Na+].Cl.NO>C(O)C>[CH2:26]1[CH2:27][O:28][C:14]2([CH2:13][CH2:12][C@H:11]3[C@H:10]4[C@H:19]([C:18](=[N:29][OH:30])[CH2:17][C@:15]23[CH3:16])[C@:20]2([CH3:23])[C@H:7]([CH2:6][C@H:5]([OH:4])[CH2:22][CH2:21]2)[CH2:8][CH2:9]4)[O:25]1 |f:2.3,4.5|. Reported procedure: 3α-Acetoxy-17,17-ethylenedioxy-5α-androstan-11-one (1.0 g) was added to a solution of hydroxylamine prepared by addition of 50% aqueous sodium hydroxide (4 ml) to hydroxylamine hydrochloride (2 g) in ethanol (30 ml). After 17 hours reflux most of the solvent was evaporated in vacuo, the residue was diluted with water and the solid (836 mg) was collected by filtration. A portion was recrystallized from aqueous ethanol to afford the title compound m.p. 158°-159°. Reactants: C(CCCCCCCCCCCCCCC)OCC(OCCC#N)COCCCCCCCCCCCCCCCC (1,3-di-O-(n-hexadecyl)-2-O-(2-cyanoethyl)-glycerol), Cl (hydrochloric acid), C(=O)O (formic acid). Run at time 16 hour. Product: C(CCCCCCCCCCCCCCC)OCC(OCCC(=O)O)COCCCCCCCCCCCCCCCC (1,3-di-O-(n-hexadecyl)-2-O-(2-carboxyethyl)-glycerol). Isolated yield 71.0%. RXN SMILES: [CH2:1]([O:17][CH2:18][CH:19]([CH2:25][O:26][CH2:27][CH2:28][CH2:29][CH2:30][CH2:31][CH2:32][CH2:33][CH2:34][CH2:35][CH2:36][CH2:37][CH2:38][CH2:39][CH2:40][CH2:41][CH3:42])[O:20][CH2:21][CH2:22]C#N)[CH2:2][CH2:3][CH2:4][CH2:5][CH2:6][CH2:7][CH2:8][CH2:9][CH2:10][CH2:11][CH2:12][CH2:13][CH2:14][CH2:15][CH3:16].Cl.[CH:44]([OH:46])=[O:45]>>[CH2:1]([O:17][CH2:18][CH:19]([CH2:25][O:26][CH2:27][CH2:28][CH2:29][CH2:30][CH2:31][CH2:32][CH2:33][CH2:34][CH2:35][CH2:36][CH2:37][CH2:38][CH2:39][CH2:40][CH2:41][CH3:42])[O:20][CH2:21][CH2:22][C:44]([OH:46])=[O:45])[CH2:2][CH2:3][CH2:4][CH2:5][CH2:6][CH2:7][CH2:8][CH2:9][CH2:10][CH2:11][CH2:12][CH2:13][CH2:14][CH2:15][CH3:16]. Procedure: A mixture of 1,3-di-O-(n-hexadecyl)-2-O-(2-cyanoethyl)-glycerol (4.8 g., 8.1 mmoles), concentrated hydrochloric acid (50 ml.) and formic acid (50 ml.) was stirred for 16 hours at reflux, then cooled and extracted with ether (3×100 ml.). The combined ether extract was washed with water (200 ml.), dried (MgSO4), filtered and evaporated in vacuo to yield 1,3-di-O-(n-hexadecyl)-2-O-(2-carboxyethyl)-glycerol solids (4.5 g.), which were purified by silica gel chromatography (elution with toluene:ethan... The product is BrC1=CC=C(C=2C3C(N(C(C3CCC21)=O)CC)=O)OC (6-Bromo-2-ethyl-3a,4,5,9b-tetrahydro-9-methoxy-1H-benz[e]isoindole-1,3-(2H)-dione). Procedure details: Using the procedure of example 64, but starting with 6-bromo-3a,4,5,9b-tetrahydro-9-methoxy-1H-benz[e]isoindole-1,3-(2H)-dione and ethyl iodide instead of methyl iodide afforded the desired compound; M+ 337; mp 170°-4°. As a reaction SMILES: [Br:1][C:2]1[C:14]2[CH2:13][CH2:12][CH:11]3[CH:7]([C:8](=[O:16])[NH:9][C:10]3=[O:15])[C:6]=2[C:5]([O:17][CH3:18])=[CH:4][CH:3]=1.[CH2:19](I)[CH3:20]>>[Br:1][C:2]1[C:14]2[CH2:13][CH2:12][CH:11]3[CH:7]([C:8](=[O:16])[N:9]([CH2:19][CH3:20])[C:10]3=[O:15])[C:6]=2[C:5]([O:17][CH3:18])=[CH:4][CH:3]=1. The reactants are BrC1=CC=C(C=2C3C(NC(C3CCC21)=O)=O)OC (6-bromo-3a,4,5,9b-tetrahydro-9-methoxy-1H-benz[e]isoindole-1,3-(2H)-dione), C(C)I (ethyl iodide). Solvent: ClCCCl (1,2-dichloroethane). Reactants: FC(OC1=CC=C(N)C=C1)(F)F (p-trifluoromethoxyaniline), CC(=O)C (acetone), [Na] (sodium). Procedure: A solution of 9.33 g of p-trifluoromethoxyaniline, 4.1 mL of acetone, and 14.53 g of sodium triacetoxyborohydryde in 50 mL of 1,2-dichloroethane were stirred overnight at RT. The reaction mixture is then poured onto ice-water and product extracted with 100 mL of dichloromethane. The organic layer is washed with water, sat NaHCO3, dried with Na2SO4 and solvent evaporated to afford 12 g of Isopropyl-(4-trifluoromethoxy-phenyl)-amine: 1H NMR (300 MHz, CDCl3) δ7.06 (d, 2H, J=8.5), 6.56 (d, 2H, J=8.5... As a reaction SMILES: [F:1][C:2]([F:12])([F:11])[O:3][C:4]1[CH:10]=[CH:9][C:7]([NH2:8])=[CH:6][CH:5]=1.[CH3:13][C:14]([CH3:16])=O.[Na]>ClCCCl>[CH:14]([NH:8][C:7]1[CH:9]=[CH:10][C:4]([O:3][C:2]([F:11])([F:12])[F:1])=[CH:5][CH:6]=1)([CH3:16])[CH3:13] |^1:16|. Yields the product C(C)(C)NC1=CC=C(C=C1)OC(F)(F)F (Isopropyl-(4-trifluoromethoxy-phenyl)-amine). Starting materials: C(=O)(O)[O-].[Na+] (NaHCO3), solution, [F-].C(CCC)[N+](CCCC)(CCCC)CCCC (tetrabutylammonium fluoride), C(=O)(OC(C)(C)C)N[C@@H](CC1CCCCC1)C1OC1 (Boc-2-cyclohexyl-1(S)-oxiran-2(R,S)-ylethylamine), [Na+].[I-] (NaI), C[Si](C)(C)Cl (trimethylsilyl chloride). The solvent is C1CCOC1 (THF), C(OC)COC (dimethoxyethane), C(C)#N (acetonitrile). Reaction conditions: time 1.5 hour. Product: C(=O)(OC(C)(C)C)N1C(OC([C@@H]1CC1CCCCC1)CI)(C)C (3-Boc-4(S)-Cyclohexylmethyl-2,2-dimethyl-5(R,S)-iodomethyloxazolidine). RXN SMILES: [C:1]([NH:8][C@H:9]([CH:17]1[CH2:19][O:18]1)[CH2:10][CH:11]1[CH2:16][CH2:15][CH2:14][CH2:13][CH2:12]1)([O:3][C:4]([CH3:7])([CH3:6])[CH3:5])=[O:2].[Na+].[I-:21].C[Si](Cl)(C)C.[F-].[CH2:28]([N+](CCCC)(CCCC)CCCC)[CH2:29][CH2:30]C.C([O-])(O)=O.[Na+]>C(#N)C.C1COCC1.C(COC)OC>[C:1]([N:8]1[C@@H:9]([CH2:10][CH:11]2[CH2:12][CH2:13][CH2:14][CH2:15][CH2:16]2)[CH:17]([CH2:19][I:21])[O:18][C:29]1([CH3:30])[CH3:28])([O:3][C:4]([CH3:5])([CH3:6])[CH3:7])=[O:2] |f:1.2,4.5,6.7|. Procedure: 2.4 g of Boc-2-cyclohexyl-1(S)-oxiran-2(R,S)-ylethylamine, 1.3 g of NaI and 1.1 ml of trimethylsilyl chloride are dissolved in 100 ml of acetonitrile, and the solution is stirred at R.T. for 1.5 h. Then 8.7 ml of a 1M solution of tetrabutylammonium fluoride in THF and 5.3 ml of dimethoxyethane are injected in. The mixture is stirred at R.T. for 2.5 h and then 200 ml of saturated aqueous NaHCO3 solution are added, and the mixture is extracted 3 times with 200 l of MTB. Drying over Na2SO4 and conc... Starting materials: BrC1=CC(=C(C=C1)CBr)[N+](=O)[O-] (4-bromo-1-(bromomethyl)-2-nitrobenzene), FC1=CC=C(C=C1)S (4-fluorothiophenol), C(C)(C)N(CC)C(C)C (diisopropylethylamine). Solvent: O1CCCC1 (tetrahydrofuran). Run at time 2 hour. Yields the product FC1=CC=C(C=C1)SCC1=C(C=C(C=C1)Br)[N+](=O)[O-] ((4-Bromo-2-nitrophenyl)methyl 4-fluorophenyl sulfide). Reaction SMILES: [Br:1][C:2]1[CH:7]=[CH:6][C:5]([CH2:8]Br)=[C:4]([N+:10]([O-:12])=[O:11])[CH:3]=1.[F:13][C:14]1[CH:19]=[CH:18][C:17]([SH:20])=[CH:16][CH:15]=1.C(N(C(C)C)CC)(C)C>O1CCCC1>[F:13][C:14]1[CH:19]=[CH:18][C:17]([S:20][CH2:8][C:5]2[CH:6]=[CH:7][C:2]([Br:1])=[CH:3][C:4]=2[N+:10]([O-:12])=[O:11])=[CH:16][CH:15]=1. Procedure details: To a solution of 4-bromo-1-(bromomethyl)-2-nitrobenzene (0.60 g) in tetrahydrofuran (10 ml) was added 4-fluorothiophenol (1.2 ml) and diisopropylethylamine (0.45 ml). After stirring for 2 h the mixture was concentrated under vacuum and purified by column chromatography on silica, eluting with petroleum ether (40-60°):dichloromethane (9:1 to 8:1) to give the title compound (0.52 g).